Dataset: the Open Reaction Database (ORD), a public repository of structured organic reaction records. Task: describe an organic reaction: reactants, conditions, products, and yield The reactants are C(C1=CC=CC=C1)OC(=O)NCC=1C=C(C=CC1S(=O)(=O)CC)NC(N(C)CCC1=CC=C(C=C1)C(C(=O)O)NC1=CC(=CC=C1)C(N)=O)=O (2-(4-(2-(3-(3-((benzyloxycarbonylamino)methyl)-4-(ethylsulfonyl)phenyl)-1-methylureido)ethyl)phenyl)-2-(3-carbamoylphenylamino)acetic acid). Reagents/catalysts: [Pd] (Pd/C). Run in C1CCOC1.CO.CCOC(=O)C (THF MeOH EtOAc), Cl (HCl). The product is NCC=1C=C(C=CC1S(=O)(=O)CC)NC(N(C)CCC1=CC=C(C=C1)C(C(=O)O)NC1=CC(=CC=C1)C(N)=O)=O (2-(4-(2-(3-(3-(aminomethyl)-4-(ethylsulfonyl)phenyl)-1-methylureido)ethyl)phenyl)-2-(3-carbamoylphenylamino)acetic acid). Reaction SMILES: C(OC([NH:11][CH2:12][C:13]1[CH:14]=[C:15]([NH:24][C:25](=[O:50])[N:26]([CH2:28][CH2:29][C:30]2[CH:35]=[CH:34][C:33]([CH:36]([NH:40][C:41]3[CH:46]=[CH:45][CH:44]=[C:43]([C:47](=[O:49])[NH2:48])[CH:42]=3)[C:37]([OH:39])=[O:38])=[CH:32][CH:31]=2)[CH3:27])[CH:16]=[CH:17][C:18]=1[S:19]([CH2:22][CH3:23])(=[O:21])=[O:20])=O)C1C=CC=CC=1>C1COCC1.CO.CCOC(C)=O.Cl.[Pd]>[NH2:11][CH2:12][C:13]1[CH:14]=[C:15]([NH:24][C:25](=[O:50])[N:26]([CH2:28][CH2:29][C:30]2[CH:35]=[CH:34][C:33]([CH:36]([NH:40][C:41]3[CH:46]=[CH:45][CH:44]=[C:43]([C:47](=[O:49])[NH2:48])[CH:42]=3)[C:37]([OH:39])=[O:38])=[CH:32][CH:31]=2)[CH3:27])[CH:16]=[CH:17][C:18]=1[S:19]([CH2:22][CH3:23])(=[O:21])=[O:20] |f:1.2.3|. Procedure details: A solution of 28G (225 mg, 0.32 mmol) in THF/MeOH/EtOAc (1:1:1) and HCl (1.0 M, 1.5 mL) with Pd/C (50 mg, 10%) was stirred under H2 (60 psi) for 20 h. The mixture was filtered through Celite and concentrated in vacuo to yield 28H (160 mg, 83%). MS (ESI) m/z 568.3 (M+H)+. Product: Cc1c(C(=O)c2ccc(F)cc2)cnc(C(=O)NO)c1O. Starting materials: Cc1c(C(=O)c2ccc(F)cc2)cnc(C(=O)NO)c1OCc1ccccc1, CO. RXN SMILES: [CH2:1]([c:2]1[cH:3][cH:4][cH:5][cH:6][cH:7]1)[O:8][c:9]1[c:10]([C:25](=[O:26])[NH:27][OH:28])[n:11][cH:12][c:13]([C:16]([c:17]2[cH:18][cH:19][c:20]([F:23])[cH:21][cH:22]2)=[O:24])[c:14]1[CH3:15].[CH3:29][OH:30]>>[OH:8][c:9]1[c:10]([C:25](=[O:26])[NH:27][OH:28])[n:11][cH:12][c:13]([C:16]([c:17]2[cH:18][cH:19][c:20]([F:23])[cH:21][cH:22]2)=[O:24])[c:14]1[CH3:15]. Starting materials: Cl, COc1cc(C=O)ccc1-c1cc(F)ccc1OC, CON, c1ccncc1. The product is CON=Cc1ccc(-c2cc(F)ccc2OC)c(OC)c1. Reaction SMILES: [ClH:20].[F:1][c:2]1[cH:3][cH:4][c:5]([O:18][CH3:19])[c:6](-[c:8]2[c:9]([O:16][CH3:17])[cH:10][c:11]([CH:14]=[O:15])[cH:12][cH:13]2)[cH:7]1.[O:21]([CH3:22])[NH2:23].[cH:24]1[cH:25][cH:26][n:27][cH:28][cH:29]1>>[F:1][c:2]1[cH:3][cH:4][c:5]([O:18][CH3:19])[c:6](-[c:8]2[c:9]([O:16][CH3:17])[cH:10][c:11]([CH:14]=[N:23][O:21][CH3:22])[cH:12][cH:13]2)[cH:7]1. Starting materials: [N+](=O)(O)[O-] (nitric acid), C(C)N1N=C(C=C1C)C(F)(F)F (1-ethyl-5-methyl-3-(trifluoromethyl)pyrazole), ice. Solvent: S(O)(O)(=O)=O (sulfuric acid), S(O)(O)(=O)=O (sulfuric acid). Conditions: time 72 hour. Yields the product C(C)N1N=C(C(=C1C)[N+](=O)[O-])C(F)(F)F (1-Ethyl-5-methyl-4-nitro-3-(trifluoromethyl)pyrazole). RXN SMILES: [N+:1]([O-:4])(O)=[O:2].[CH2:5]([N:7]1[C:11]([CH3:12])=[CH:10][C:9]([C:13]([F:16])([F:15])[F:14])=[N:8]1)[CH3:6]>S(=O)(=O)(O)O>[CH2:5]([N:7]1[C:11]([CH3:12])=[C:10]([N+:1]([O-:4])=[O:2])[C:9]([C:13]([F:15])([F:14])[F:16])=[N:8]1)[CH3:6]. Procedure details: A mixture of 30 mL of concentrated sulfuric acid and 30 mL of concentrated nitric acid was added slowly with stirring at 0° C. to a solution of 18.9 g (106 mmol) of 1-ethyl-5-methyl-3-(trifluoromethyl)pyrazole in 70 mL of concentrated sulfuric acid. When the addition was complete, the mixture was allowed to warm to ambient temperature and stir for 72 hours. It was then poured slowly onto 500 g of ice. The resultant mixture was extracted twice with 100 mL portions of dichloromethane. The combined... Yields the product CCOC(=O)C(Cc1cccc(OS(=O)(=O)C(F)(F)F)c1)NC(=O)C(F)(F)F. Starting materials: CCOC(=O)C(Cc1cccc(O)c1)NC(=O)C(F)(F)F, O=S(=O)(OS(=O)(=O)C(F)(F)F)C(F)(F)F, c1ccncc1. RXN SMILES: [CH2:16]([CH3:17])[O:18][C:19]([CH:20]([NH:21][C:22]([C:23]([F:24])([F:25])[F:26])=[O:27])[CH2:28][c:29]1[cH:30][c:31]([OH:35])[cH:32][cH:33][cH:34]1)=[O:36].[F:1][C:2]([S:3](=[O:4])(=[O:5])[O:8][S:9](=[O:10])(=[O:11])[C:12]([F:13])([F:14])[F:15])([F:6])[F:7].[cH:37]1[cH:38][cH:39][n:40][cH:41][cH:42]1>>[O:8]([S:9](=[O:10])(=[O:11])[C:12]([F:13])([F:14])[F:15])[c:31]1[cH:30][c:29]([CH2:28][CH:20]([C:19]([O:18][CH2:16][CH3:17])=[O:36])[NH:21][C:22]([C:23]([F:24])([F:25])[F:26])=[O:27])[cH:34][cH:33][cH:32]1. The reactants are O=C1CCc2cc(Br)c(O)cc21, O=C([O-])[O-], CC(C)=O, CCOC(C)=O, CI, [K+], [K+]. Product: COc1cc2c(cc1Br)CCC2=O. RXN SMILES: [Br:1][c:2]1[cH:3][c:4]2[c:8]([cH:9][c:10]1[OH:11])[C:7](=[O:12])[CH2:6][CH2:5]2.[C:13](=[O:14])([O-:15])[O-:16].[CH3:21][C:22](=[O:23])[CH3:24].[CH3:25][CH2:26][O:27][C:28](=[O:29])[CH3:30].[I:19][CH3:20].[K+:17].[K+:18]>>[Br:1][c:2]1[cH:3][c:4]2[c:8]([cH:9][c:10]1[O:11][CH3:13])[C:7](=[O:12])[CH2:6][CH2:5]2.